From a dataset of the Open Reaction Database (ORD), a public repository of structured organic reaction records. describe an organic reaction: reactants, conditions, products, and yield The reactants are [N+](=O)([O-])C=1C=CC(=C(C(=O)O)C1C)NC(C)=O (5-nitro-6-methyl-2-acetylaminobenzoic acid), Cl (HCl). Solvent: [OH-].[Na+] (NaOH). The product is [N+](=O)([O-])C=1C=CC(=C(C(=O)O)C1C)N (5-nitro-6-methyl-2-aminobenzoic acid). The yield is 47.4%. As a reaction SMILES: [N+:1]([C:4]1[CH:5]=[CH:6][C:7]([NH:14]C(=O)C)=[C:8]([C:12]=1[CH3:13])[C:9]([OH:11])=[O:10])([O-:3])=[O:2].Cl>[OH-].[Na+]>[N+:1]([C:4]1[CH:5]=[CH:6][C:7]([NH2:14])=[C:8]([C:12]=1[CH3:13])[C:9]([OH:11])=[O:10])([O-:3])=[O:2] |f:2.3|. Reported procedure: A solution of 10.2 g (43 mmoles) of 5-nitro-6-methyl-2-acetylaminobenzoic acid in 100 mL of 2M NaOH was heated to reflux for two hours. The resultant red solution was allowed to cool to near room temperature, then transferred to a beaker sitting in an ice bath. The solution was slowly acidified with 2N HCl to a pH of approximately 4-5 when a voluminous yellow solid separated out. In all, approximately 110 mL of 2N HCl was added. The collected yellow solid was dried in a vacuum oven for 3 hours a... Reactants: NC1=NC=CC=C1N (2,3-diaminopyridine), COC1=C(C(=O)O)C=CC(=C1)CSC (2-methoxy-4-methylthiomethyl-benzoic acid). The product is COC1=C(C=CC(=C1)CSC)C=1NC=2C(=NC=CC2)N1 (2-(2'-Methoxy-4'-methylthiomethyl-phenyl)-imidazo[4,5-b]pyridine). RXN SMILES: [NH2:1][C:2]1[C:7]([NH2:8])=[CH:6][CH:5]=[CH:4][N:3]=1.[CH3:9][O:10][C:11]1[CH:19]=[C:18]([CH2:20][S:21][CH3:22])[CH:17]=[CH:16][C:12]=1[C:13](O)=O>>[CH3:9][O:10][C:11]1[CH:19]=[C:18]([CH2:20][S:21][CH3:22])[CH:17]=[CH:16][C:12]=1[C:13]1[NH:8][C:7]2[C:2]([N:1]=1)=[N:3][CH:4]=[CH:5][CH:6]=2. Procedure details: Prepared analogously to Example 14 from 2,3-diaminopyridine and 2-methoxy-4-methylthiomethyl-benzoic acid.